From a dataset of the Open Reaction Database (ORD), a public repository of structured organic reaction records. describe an organic reaction: reactants, conditions, products, and yield Reactants: C(C)(C)(C)OC(=O)N[C@@H](CC1=CC=C(C=C1)O)C(=O)O (N-Tertiarybutyloxycarbonyl-L-tyrosine), [H-].[Na+] (sodium hydride), O (Water), BrC(C)C (2-Bromopropane). Run in CN(C=O)C (dimethylformamide). Run at temperature 10 celsius, time 1 hour. Yields the product C(C)(C)(C)OC(=O)N[C@@H](CC1=CC=C(C=C1)OC(C)C)C(=O)O (N-tertiarybutyloxycarbonyl-O-isopropyl-L-tyrosine). Yield: 84.1%. Reaction SMILES: [C:1]([O:5][C:6]([NH:8][C@H:9]([C:18]([OH:20])=[O:19])[CH2:10][C:11]1[CH:16]=[CH:15][C:14]([OH:17])=[CH:13][CH:12]=1)=[O:7])([CH3:4])([CH3:3])[CH3:2].[H-].[Na+].Br[CH:24]([CH3:26])[CH3:25].O>CN(C)C=O>[C:1]([O:5][C:6]([NH:8][C@H:9]([C:18]([OH:20])=[O:19])[CH2:10][C:11]1[CH:12]=[CH:13][C:14]([O:17][CH:24]([CH3:26])[CH3:25])=[CH:15][CH:16]=1)=[O:7])([CH3:4])([CH3:2])[CH3:3] |f:1.2|. Reported procedure: N-Tertiarybutyloxycarbonyl-L-tyrosine (14.1 g 50 mM) in dry dimethylformamide (200 ml) was treated with sodium hydride (3.45 g, 115 mM) with vigorous stirring under an atmosphere of argon at 10° C. for 1 h. 2-Bromopropane (6.15 g, 50 mM) was added and the stirred solution allowed to warm to 20° C. over 16 h. Water (200 ml) was added and the solution extracted with ethyl acetate (2×200 ml). The reaction was adjusted to pH1 with hydrochloric acid (6M) and extracted with dichloromethane 2×300 ml. T... The reactants are OC1=CC=C(C=C1)C(C(=O)OCC)=O (ethyl 2-(4-hydroxyphenyl)-2-oxoacetate), C(C)(C)(C)OC(=O)N1C[C@@H](CC1)O ((3R)-1-tert-butoxycarbonyl-3-hydroxypyrrolidine), C1(=CC=CC=C1)P(C1=CC=CC=C1)C1=CC=CC=C1 (triphenylphosphine), N(=NC(=O)OCC)C(=O)OCC (diethyl azodicarboxylate). The solvent is O1CCCC1 (tetrahydrofuran), C(C)(=O)OCC (ethyl acetate). Reaction conditions: time 18 hour. Product: C(C)(C)(C)OC(=O)N1C[C@H](CC1)OC1=CC=C(C=C1)C(C(=O)OCC)=O (ethyl 2-[4-[((3S)-1-tert-butoxycarbonyl-3-pyrrolidinyl )oxy]phenyl]-2-oxoacetate). The yield is 75.1%. As a reaction SMILES: [OH:1][C:2]1[CH:7]=[CH:6][C:5]([C:8](=[O:14])[C:9]([O:11][CH2:12][CH3:13])=[O:10])=[CH:4][CH:3]=1.[C:15]([O:19][C:20]([N:22]1[CH2:26][CH2:25][C@@H:24](O)[CH2:23]1)=[O:21])([CH3:18])([CH3:17])[CH3:16].C1(P(C2C=CC=CC=2)C2C=CC=CC=2)C=CC=CC=1.N(C(OCC)=O)=NC(OCC)=O>C(OCC)(=O)C.O1CCCC1>[C:15]([O:19][C:20]([N:22]1[CH2:26][CH2:25][C@H:24]([O:1][C:2]2[CH:3]=[CH:4][C:5]([C:8](=[O:14])[C:9]([O:11][CH2:12][CH3:13])=[O:10])=[CH:6][CH:7]=2)[CH2:23]1)=[O:21])([CH3:18])([CH3:16])[CH3:17]. Reported procedure: To 40 ml of tetrahydrofuran were dissolved 1.8 g of ethyl 2-(4-hydroxyphenyl)-2-oxoacetate, 1.74 g of (3R)-1-tert-butoxycarbonyl-3-hydroxypyrrolidine and 2.92 g of triphenylphosphine. At room temperature, 1.94 g of diethyl azodicarboxylate was added to the above solution, and the resulting mixture was stirred for 18 hours. After distilling off the solvent, the residue thus obtained was dissolved in ethyl acetate, and the solution was washed with water, and then dried. Thereafter, the solvent was... The reactants are CCCCO, O=[N+]([O-])c1cc(Cl)c(Cl)cc1Cl, NCCCO. The product is O=[N+]([O-])c1cc(Cl)c(Cl)cc1NCCCO. As a reaction SMILES: [CH2:18]([OH:19])[CH2:20][CH2:21][CH3:22].[Cl:1][c:2]1[c:3]([Cl:12])[cH:4][c:5]([Cl:11])[c:6]([N+:8](=[O:9])[O-:10])[cH:7]1.[NH2:13][CH2:14][CH2:15][CH2:16][OH:17]>>[Cl:1][c:2]1[c:3]([Cl:12])[cH:4][c:5]([NH:13][CH2:14][CH2:15][CH2:16][OH:17])[c:6]([N+:8](=[O:9])[O-:10])[cH:7]1. The product is COC1=CC=CC(=N1)C(=O)NNC(=O)OC(C)(C)C (1,1-Dimethylethyl 2-{[6-(methyloxy)-2-pyridinyl]carbonyl}hydrazinecarboxylate). Reaction SMILES: [CH3:1][O:2][C:3]1[N:8]=[C:7]([C:9]([OH:11])=O)[CH:6]=[CH:5][CH:4]=1.C(Cl)(=O)C(Cl)=O.CN(C=O)C.CCN(C(C)C)C(C)C.[NH:32]([C:34]([O:36][C:37]([CH3:40])([CH3:39])[CH3:38])=[O:35])[NH2:33]>ClCCl>[CH3:1][O:2][C:3]1[N:8]=[C:7]([C:9]([NH:33][NH:32][C:34]([O:36][C:37]([CH3:40])([CH3:39])[CH3:38])=[O:35])=[O:11])[CH:6]=[CH:5][CH:4]=1. Procedure: A solution of 6-(methyloxy)-2-pyridinecarboxylic acid (1.00 g, 6.53 mmol) in dichloromethane (DCM) (13.52 ml) was stirred and cooled to 0° C. Oxalyl chloride (0.686 ml, 7.84 mmol) was added dropwise followed by DMF (5.06 μl, 0.065 mmol). The solution immediately turned yellow and the reaction was followed by LCMS. LCMS after circa 1 hour showed the methyl ester of the acid chloride to be present. The solvent was removed under reduced pressure and the residue was azeotroped with toluene. The resi... Run in ClCCl (dichloromethane). Reaction conditions: temperature 0 celsius, time 18 hour. Reactants: CCN(C(C)C)C(C)C (DIPEA), acid chloride, methyl ester, N(N)C(=O)OC(C)(C)C (1,1-dimethylethyl hydrazinecarboxylate), C(C(=O)Cl)(=O)Cl (Oxalyl chloride), CN(C)C=O (DMF), COC1=CC=CC(=N1)C(=O)O (6-(methyloxy)-2-pyridinecarboxylic acid). Starting materials: CCCCCCCCCCC=CCCCNc1ccc(C(=O)NCC(=O)OCC)cc1, CCO, [Na+], [OH-]. Product: CCCCCCCCCCC=CCCCNc1ccc(C(=O)NCC(=O)O)cc1. Reaction SMILES: [CH2:1]([CH2:2][CH2:3][CH:4]=[CH:5][CH2:6][CH2:7][CH2:8][CH2:9][CH2:10][CH2:11][CH2:12][CH2:13][CH2:14][CH3:15])[NH:16][c:17]1[cH:18][cH:19][c:20]([C:21](=[O:22])[NH:23][CH2:24][C:25](=[O:26])[O:27][CH2:28][CH3:29])[cH:30][cH:31]1.[CH3:34][CH2:35][OH:36].[Na+:33].[OH-:32]>>[CH2:1]([CH2:2][CH2:3][CH:4]=[CH:5][CH2:6][CH2:7][CH2:8][CH2:9][CH2:10][CH2:11][CH2:12][CH2:13][CH2:14][CH3:15])[NH:16][c:17]1[cH:18][cH:19][c:20]([C:21](=[O:22])[NH:23][CH2:24][C:25](=[O:26])[OH:27])[cH:30][cH:31]1. Starting materials: ClC1=CC=C(OCC(=O)O)C=C1 (4-chlorophenoxyacetic acid), S(O)(O)(=O)=O (sulfuric acid), C(C)O (ethanol). Run at time 96 hour. Yields the product ClC1=CC=C(OCC(=O)OCC)C=C1 (ethyl 4-chlorophenoxyacetate). Isolated yield 93.0%. Reaction SMILES: [Cl:1][C:2]1[CH:12]=[CH:11][C:5]([O:6][CH2:7][C:8]([OH:10])=[O:9])=[CH:4][CH:3]=1.S(=O)(=O)(O)O.[CH2:18](O)[CH3:19]>>[Cl:1][C:2]1[CH:3]=[CH:4][C:5]([O:6][CH2:7][C:8]([O:10][CH2:18][CH3:19])=[O:9])=[CH:11][CH:12]=1. Procedure details: A solution of 4-chlorophenoxyacetic acid (Aldrich) (18.62 g, 99.8 mmoles) and concentrated sulfuric acid (Fisher) (2.5 mL) in ethanol (170 mL) was refluxed with stirring under a DRIERITE tube for 96 hours. The reaction solution was cooled in an ice-bath, and the volatiles were removed by spin evaporation in vacuo to a volume of about 100 mL. The liquid was dissolved in dichloromethane (225 mL) and washed with a solution of 5% aqueous sodium bicarbonate (4×100 mL) and finally with brine (1×50 mL)... The reactants are CONC(CCl)=O (N-Methoxychloroacetamide), [N+](=O)([O-])C1=CC=C(C=C1)N=C=O (4-Nitrophenylisocyanate). The reagents and catalysts are C(CCCCCCCCCCC)(=O)[O-].C(CCCCCCCCCCC)(=O)[O-].C(CCC)[Sn+2]CCCC (dibutyltin dilaurate). Solvent: C1=CC=CC=C1 (benzene), C1=CC=CC=C1 (benzene). Product: ClCC(=NOC)OC(NC1=CC=C(C=C1)[N+](=O)[O-])=O (1-chloro-2-(N-4-nitrophenylcarbamoyloxy)-2-methoxyiminoethane). RXN SMILES: [CH3:1][O:2][NH:3][C:4](=[O:7])[CH2:5][Cl:6].[N+:8]([C:11]1[CH:16]=[CH:15][C:14]([N:17]=[C:18]=[O:19])=[CH:13][CH:12]=1)([O-:10])=[O:9]>C([O-])(=O)CCCCCCCCCCC.C([O-])(=O)CCCCCCCCCCC.C([Sn+2]CCCC)CCC.C1C=CC=CC=1>[Cl:6][CH2:5][C:4]([O:7][C:18](=[O:19])[NH:17][C:14]1[CH:13]=[CH:12][C:11]([N+:8]([O-:10])=[O:9])=[CH:16][CH:15]=1)=[N:3][O:2][CH3:1] |f:2.3.4|. Procedure: N-Methoxychloroacetamide (12.3 grams; 0.1 mole), benzene (80 ml) and dibutyltin dilaurate (1 drop) are charged into a glass reaction flask equipped with a mechanical stirrer, thermometer and reflux condenser. 4-Nitrophenylisocyanate (16.4 grams; 0.1 mole) dissolved in benzene (30 ml) is incrementally added to the reaction mixture, with stirring, at room temperature. After the addition is completed the reaction mixture is heated at reflux for a period of about 4 hours. After this time the reactio...